Dataset: the Open Reaction Database (ORD), a public repository of structured organic reaction records. Task: describe an organic reaction: reactants, conditions, products, and yield The reactants are COc1cc(C(=O)N2CCC(CCN3CCC(Nc4nc5ccccc5n4Cc4ccc(Cl)s4)CC3)(c3ccc(F)c(F)c3)C2)cc(OC)c1OC, CS(=O)(=O)O, CCOC(C)=O, CO, CCOCC. Product: COc1cc(C(=O)N2CCC(CCN3CCC(Nc4nc5ccccc5n4Cc4ccc(Cl)s4)CC3)(c3ccc(F)c(F)c3)C2)cc(OC)c1OC, CS(=O)(=O)O. Reaction SMILES: [CH3:1][O:2][c:3]1[cH:4][c:5]([C:6](=[O:7])[N:8]2[CH2:9][C:10]([c:13]3[cH:14][c:15]([F:20])[c:16]([F:19])[cH:17][cH:18]3)([CH2:21][CH2:22][N:23]3[CH2:24][CH2:25][CH:26]([NH:29][c:30]4[n:31][c:32]5[c:33]([n:34]4[CH2:35][c:36]4[s:37][c:38]([Cl:41])[cH:39][cH:40]4)[cH:42][cH:43][cH:44][cH:45]5)[CH2:27][CH2:28]3)[CH2:11][CH2:12]2)[cH:46][c:47]([O:51][CH3:52])[c:48]1[O:49][CH3:50].[CH3:53][S:54]([OH:55])(=[O:56])=[O:57].[CH3:58][CH2:59][O:60][C:61](=[O:62])[CH3:63].[CH3:64][OH:65].[CH3:66][CH2:67][O:68][CH2:69][CH3:70]>>[CH3:1][O:2][c:3]1[cH:4][c:5]([C:6](=[O:7])[N:8]2[CH2:9][C:10]([c:13]3[cH:14][c:15]([F:20])[c:16]([F:19])[cH:17][cH:18]3)([CH2:21][CH2:22][N:23]3[CH2:24][CH2:25][CH:26]([NH:29][c:30]4[n:31][c:32]5[c:33]([n:34]4[CH2:35][c:36]4[s:37][c:38]([Cl:41])[cH:39][cH:40]4)[cH:42][cH:43][cH:44][cH:45]5)[CH2:27][CH2:28]3)[CH2:11][CH2:12]2)[cH:46][c:47]([O:51][CH3:52])[c:48]1[O:49][CH3:50].[CH3:53][S:54](=[O:55])(=[O:56])[OH:57]. Product: C1(CCCCC1)N=C=NC1CCCCC1 (dicyclohexylcarbodiimide). The reactants are dipeptide, C(=O)(OCC)[C@H](CCC)N[C@@H](C)C(=O)O (N-[(S)-1-carbethoxybutyl]-(S)-alanine), C1(=CC=C(C=C1)S(=O)(=O)O)C.C(=O)(O)[C@H]1N[C@H]2CCCC[C@H]2C1 ((2S, 3aS,7aS)-2-carboxyperhydroindole, p-toluenesulfonate salt), C(=O)(OCC)[C@H](CCC)N[C@@H](C)C(=O)O (N-[(S)-1-carbethoxybutyl]-(S)-alanine), CCC[C@@H](C(=O)OCC)N[C@@H](C)C(=O)N1[C@H]2CCCC[C@H]2C[C@H]1C(=O)O (perindopril), benzyl ester, ON1N=NC2=C1C=CC=C2 (1-hydroxybenzotriazole). Reported procedure: Langlois et. al. in published PCT Appln. No. WO 01/58868 disclose a further method for preparation of the (S,S) diastereoisomer of N-[(S)-1-carbethoxybutyl]-(S)-alanine, a key intermediate for perindopril comprising reacting benzyl ester of (2S, 3aS,7aS)-2-carboxyperhydroindole, p-toluenesulfonate salt with (S,S) diastereoisomer of N-[(S)-1-carbethoxybutyl]-(S)-alanine in the presence of 0.4 to 0.6 moles of 1-hydroxybenzotriazole; 1 to 1.2 moles of dicyclohexylcarbodiimide and I mole of triethyl... Run in C(C)N(CC)CC (triethylamine). RXN SMILES: C([C@@H](N[C@H](C(O)=O)C)CCC)(OCC)=O.CCC[C@H](N[C@H](C([N:30]1[C@H:38](C(O)=O)C[C@H:36]2[C@@H:31]1[CH2:32][CH2:33][CH2:34][CH2:35]2)=O)C)C(OCC)=O.C1(C)C=CC(S(O)(=O)=O)=CC=1.C([C@@H]1C[C@H:63]2[C@H:58]([CH2:59][CH2:60][CH2:61][CH2:62]2)[NH:57]1)(O)=O.ON1C2C=CC=CC=2N=N1>C(N(CC)CC)C>[CH:58]1([N:57]=[C:38]=[N:30][CH:31]2[CH2:32][CH2:33][CH2:34][CH2:35][CH2:36]2)[CH2:63][CH2:62][CH2:61][CH2:60][CH2:59]1 |f:2.3|. Starting materials: C[O-], CCO, [Na+], O=Cc1ccc2c(c1)OCCO2, N#CCc1cccnc1. The product is N#CC(=Cc1ccc2c(c1)OCCO2)c1cccnc1. As a reaction SMILES: [CH3:22][O-:23].[CH3:25][CH2:26][OH:27].[Na+:24].[O:1]1[CH2:2][CH2:3][O:4][c:5]2[c:6]1[cH:7][cH:8][c:9]([CH:11]=[O:12])[cH:10]2.[n:13]1[cH:14][c:15]([CH2:19][C:20]#[N:21])[cH:16][cH:17][cH:18]1>>[O:1]1[CH2:2][CH2:3][O:4][c:5]2[c:6]1[cH:7][cH:8][c:9]([CH:11]=[C:19]([c:15]1[cH:14][n:13][cH:18][cH:17][cH:16]1)[C:20]#[N:21])[cH:10]2. Starting materials: NC1=CC(=C(C(=O)NCC2CCN(CC2)CCCCCNCC2CCCCC2)C=C1Cl)OC (4-Amino-5-chloro-N-((1-(5-(cyclohexylmethylamino)pentyl)piperidin-4-yl)methyl)-2-methoxybenzamide), C(C1=CC=CC=C1)=O (benzaldehyde), C(#N)[BH3-].[Na+] (sodium cyanoborohydride). The yield is 52.2%. Procedure details: 4-Amino-5-chloro-N-((1-(5-(cyclohexylmethylamino)pentyl)piperidin-4-yl)methyl)-2-methoxybenzamide (0.79 g) as starting compound, benzaldehyde (0.19 g) and sodium cyanoborohydride (0.23 g) were reacted and treated in the same manner as in Example 136 to give 0.49 g of 4-amino-N-((1-(5-(N-benzyl-N-(cyclohexylmethyl)amino)pentyl)piperidin-4-yl)methyl)-5-chloro-2-methoxybenzamide. Reaction SMILES: [NH2:1][C:2]1[C:30]([Cl:31])=[CH:29][C:5]([C:6]([NH:8][CH2:9][CH:10]2[CH2:15][CH2:14][N:13]([CH2:16][CH2:17][CH2:18][CH2:19][CH2:20][NH:21][CH2:22][CH:23]3[CH2:28][CH2:27][CH2:26][CH2:25][CH2:24]3)[CH2:12][CH2:11]2)=[O:7])=[C:4]([O:32][CH3:33])[CH:3]=1.[CH:34](=O)[C:35]1[CH:40]=[CH:39][CH:38]=[CH:37][CH:36]=1.C([BH3-])#N.[Na+]>>[NH2:1][C:2]1[C:30]([Cl:31])=[CH:29][C:5]([C:6]([NH:8][CH2:9][CH:10]2[CH2:11][CH2:12][N:13]([CH2:16][CH2:17][CH2:18][CH2:19][CH2:20][N:21]([CH2:34][C:35]3[CH:40]=[CH:39][CH:38]=[CH:37][CH:36]=3)[CH2:22][CH:23]3[CH2:24][CH2:25][CH2:26][CH2:27][CH2:28]3)[CH2:14][CH2:15]2)=[O:7])=[C:4]([O:32][CH3:33])[CH:3]=1 |f:2.3|. The product is NC1=CC(=C(C(=O)NCC2CCN(CC2)CCCCCN(CC2CCCCC2)CC2=CC=CC=C2)C=C1Cl)OC (4-amino-N-((1-(5-(N-benzyl-N-(cyclohexylmethyl)amino)pentyl)piperidin-4-yl)methyl)-5-chloro-2-methoxybenzamide).